This data is from the Open Reaction Database (ORD), a public repository of structured organic reaction records. The task is: describe an organic reaction: reactants, conditions, products, and yield Starting materials: C(C)(C)(C)OC(=O)N1CCC(CC1)=O (N-t-butyloxycarbonyl-4-piperidone), NC1=C(C=CC=C1)O (2-aminophenol), C(=O)(O)[O-].[Na+] (NaHCO3), C(C)(=O)O[BH-](OC(C)=O)OC(C)=O.[Na+] (sodium triacetoxyborohydride). The solvent is C(C)(=O)O (acetic acid), ClCCCl (1,2-dichloroethane), C(C)(=O)OCC (ethyl acetate). Conditions: time 30 minute. Yields the product C(C)(C)(C)OC(=O)N1CCC(CC1)NC1=C(C=CC=C1)O (1-t-butyloxycarbonyl-4-(2-hydroxyphenylamino)piperidine). Reaction SMILES: [C:1]([O:5][C:6]([N:8]1[CH2:13][CH2:12][C:11](=O)[CH2:10][CH2:9]1)=[O:7])([CH3:4])([CH3:3])[CH3:2].[NH2:15][C:16]1[CH:21]=[CH:20][CH:19]=[CH:18][C:17]=1[OH:22].C(O[BH-](OC(=O)C)OC(=O)C)(=O)C.[Na+].C([O-])(O)=O.[Na+]>C(OCC)(=O)C.C(O)(=O)C.ClCCCl>[C:1]([O:5][C:6]([N:8]1[CH2:13][CH2:12][CH:11]([NH:15][C:16]2[CH:21]=[CH:20][CH:19]=[CH:18][C:17]=2[OH:22])[CH2:10][CH2:9]1)=[O:7])([CH3:4])([CH3:3])[CH3:2] |f:2.3,4.5|. Procedure: A mixture of 6.0 g N-t-butyloxycarbonyl-4-piperidone, 3.3 g of 2-aminophenol, 25 mL of 1,2-dichloroethane, 25 mL of glacial acetic acid, and 500 mg powdered 4 Å molecular sieves was stirred under inert atmosphere. After 30 min, 6.4 g sodium triacetoxyborohydride was added stirring was continued for 38 h. The reaction mixture was poured into 400 mL ethyl acetate and 200 mL saturated aqueous NaHCO3 and the layers separated. The organic layer was washed with brine (2×100 mL), dried over MgSO4, filt...